Dataset: the Open Reaction Database (ORD), a public repository of structured organic reaction records. Task: describe an organic reaction: reactants, conditions, products, and yield The reactants are Cl.C[C@@H]1CNCCO1 ((2R)-2-methylmorpholine hydrochloride), BrC1=CC=CC(=N1)C(=O)O (6-bromopyridine-2-carboxylic acid). Product: BrC1=CC=CC(=N1)C(=O)N1C[C@H](OCC1)C ((2R)-4-[(6-Bromopyridin-2-yl)carbonyl]-2-methylmorpholine). As a reaction SMILES: Cl.[CH3:2][C@H:3]1[O:8][CH2:7][CH2:6][NH:5][CH2:4]1.[Br:9][C:10]1[N:15]=[C:14]([C:16](O)=[O:17])[CH:13]=[CH:12][CH:11]=1>>[Br:9][C:10]1[N:15]=[C:14]([C:16]([N:5]2[CH2:6][CH2:7][O:8][C@H:3]([CH3:2])[CH2:4]2)=[O:17])[CH:13]=[CH:12][CH:11]=1 |f:0.1|. Procedure: The title compound was prepared as described in Example 283, Step 1 using (2R)-2-methylmorpholine hydrochloride (124 mg, 0.90 mmol) and 6-bromopyridine-2-carboxylic acid (150 mg, 0.74 mmol) as starting materials. Reactants: CC(=O)C.C1(=CC=C(C=C1)S(=O)(=O)O)C (acetone p-toluenesulfonic acid), C(C)(=O)NC1=CC=C(C=C1)S(=O)(=O)Cl.N1=CC=CC=C1 (p-acetamidobenzenesulfonyl chloride pyridine), Cl.NO (hydroxylamine hydrochloride), C(C)(=O)NC=1[C@]2(C)[C@@H](CC1C)[C@@H]1CC=C3C[C@H](CC[C@]3(C)[C@H]1CC2)C (17-acetamido-3β,16-dimethyl-5,16-androstadiene), C[C@@H]1CC2=CC[C@H]3[C@@H]4CC(=C(C(C)=O)[C@]4(CC[C@@H]3[C@]2(CC1)C)C)C (3β,16-dimethyl,5,16-pregnadien-20-one), C-20-oxime. Solvent: O1CCCC1.Cl (tetrahydrofuran hydrochloric acid), N1=CC=CC=C1 (pyridine), C(C)O (ethanol). Product: C[C@@H]1CC2=CC[C@H]3[C@@H]4C[C@@H](C([C@@]4(C)CC[C@@H]3[C@]2(CC1)C)=O)C (3β,16β-dimethyl-5-androst-en-17-one). As a reaction SMILES: CC(C)=[O:3].C1(C)C=CC(S(O)(=O)=O)=CC=1.[CH3:16][C@H:17]1[CH2:36][CH2:35][C@@:34]2([CH3:37])[C:19](=[CH:20][CH2:21][C@@H:22]3[C@@H:33]2[CH2:32][CH2:31][C@@:30]2([CH3:38])[C@H:23]3[CH2:24][C:25]([CH3:39])=[C:26]2C(=O)C)[CH2:18]1.Cl.NO.C(NC1C=CC(S(Cl)(=O)=O)=CC=1)(=O)C.N1C=CC=CC=1.C(NC1[C@]2(CC[C@H]3[C@@H](CC=C4[C@]3(C)CC[C@H](C)C4)[C@@H]2CC=1C)C)(=O)C>C(O)C.O1CCCC1.Cl.N1C=CC=CC=1>[CH3:16][C@H:17]1[CH2:36][CH2:35][C@@:34]2([CH3:37])[C:19](=[CH:20][CH2:21][C@@H:22]3[C@@H:33]2[CH2:32][CH2:31][C@@:30]2([CH3:38])[C@H:23]3[CH2:24][C@H:25]([CH3:39])[C:26]2=[O:3])[CH2:18]1 |f:0.1,3.4,5.6,9.10|. Reported procedure: To a solution of 16β-methyl-3β-hydroxy-5,16-pregnadien-20-one was added toluene, ethylene glycol, and p-toluene-sulfonic acid. The resulting solution was refluxed overnight forming the 20-ketal. The procedure for this ketalization step is described in JACS, 76, 5674 (1954). Tosyl chloride in pyridine was added to the above product to form the 3β-tosylate derivative. The 3β-tosylate was refluxed overnight with 10% NaI/acetone to form the 3β-iodo-16-methyl-5,16-pregnadien-20-one-ethylene ketal. Th... The product is N1=CC(=CC=C1)C(CCC1CCOCC1)=NO (1-(3-Pyridyl)-3-(4-oxanyl)propan-1 one oxime). Procedure details: To 1-(3-pyridyl)-3-(4-oxanyl)propan-1-one (3.00 g, 13.7 mmol) was added saturated aqueous Na2CO3 (25 mL) and hydroxylamine hydrochloride (5.71 g, 82.2 mmol) in small portions. Solid K2CO3 was added to make the solution basic (pH>10). The reaction mixture was stirred overnight at ambient temperature and extracted with chloroform (4×40 mL). The combined organic extracts were dried (Na2SO4), filtered and concentrated by rotary evaporation. The resulting colorless viscous liquid (3.00 g, 93.8%) soli... Conditions: time 8 hour. Starting materials: N1=CC(=CC=C1)C(CCC1CCOCC1)=O (1-(3-pyridyl)-3-(4-oxanyl)propan-1-one), C(=O)([O-])[O-].[Na+].[Na+] (Na2CO3), Cl.NO (hydroxylamine hydrochloride), C(=O)([O-])[O-].[K+].[K+] (K2CO3). RXN SMILES: [N:1]1[CH:6]=[CH:5][CH:4]=[C:3]([C:7](=O)[CH2:8][CH2:9][CH:10]2[CH2:15][CH2:14][O:13][CH2:12][CH2:11]2)[CH:2]=1.C([O-])([O-])=O.[Na+].[Na+].Cl.[NH2:24][OH:25].C([O-])([O-])=O.[K+].[K+]>>[N:1]1[CH:6]=[CH:5][CH:4]=[C:3]([C:7](=[N:24][OH:25])[CH2:8][CH2:9][CH:10]2[CH2:15][CH2:14][O:13][CH2:12][CH2:11]2)[CH:2]=1 |f:1.2.3,4.5,6.7.8|. Reactants: NC=1SC=CN1 (2-aminothiazole), C(OC(=O)OC(C)(C)C)(OC(C)(C)C)=O ((2-methylpropan-2-yl)oxycarbonyl tert-butyl carbonate). The reagents and catalysts are CN(C)C=1C=CN=CC1 (DMAP). Run in C1CCOC1 (THF). Yields the product CC(C)(C)OC(=O)N(C(OC(C)(C)C)=O)C=1SC=CN1 (tert-Butyl N-[(2-methylpropan-2-yl)oxycarbonyl]-N-(1,3-thiazol-2-yl)carbamate). The yield is 79.9%. RXN SMILES: [NH2:1][C:2]1[S:3][CH:4]=[CH:5][N:6]=1.C(=O)(OC(C)(C)C)[O:8][C:9]([O:11][C:12]([CH3:15])([CH3:14])[CH3:13])=O>CN(C1C=CN=CC=1)C.C1COCC1>[CH3:15][C:12]([O:11][C:9]([N:1]([C:2]1[S:3][CH:4]=[CH:5][N:6]=1)[C:9](=[O:8])[O:11][C:12]([CH3:15])([CH3:14])[CH3:13])=[O:8])([CH3:13])[CH3:14]. Procedure: A solution of 2-aminothiazole (5 g, 0.05 mol), (2-methylpropan-2-yl)oxycarbonyl tert-butyl carbonate (27.8 g, 0.15 mol) and DMAP (100 mg) in THF (100 mL) was stirred at reflux overnight. The mixture was allowed to cool and concentrated in vacuo. The residue was chromatographed on silica, eluting with 8% ethyl acetate in hexane, to give the desired material as a white solid (12 g).